This data is from the Open Reaction Database (ORD), a public repository of structured organic reaction records. The task is: describe an organic reaction: reactants, conditions, products, and yield RXN SMILES: [O:1]1[CH2:6][CH2:5][CH:4]([OH:7])[CH2:3][CH2:2]1.[H-].[Na+].[Br:10][C:11]1[CH:12]=[CH:13][C:14](F)=[C:15]([CH:18]=1)[C:16]#[N:17]>CN(C=O)C>[Br:10][C:11]1[CH:12]=[CH:13][C:14]([O:7][CH:4]2[CH2:5][CH2:6][O:1][CH2:2][CH2:3]2)=[C:15]([CH:18]=1)[C:16]#[N:17] |f:1.2|. Starting materials: O1CCC(CC1)O (tetrahydro-pyran-4-ol), [H-].[Na+] (sodium hydride), BrC=1C=CC(=C(C#N)C1)F (5-Bromo-2-fluoro-benzonitrile). Procedure details: To a solution of tetrahydro-pyran-4-ol (3.3 g, 33.0 mmol) in DMF (60 ml) at 0° C. is added sodium hydride (1.4 g, 33.0 mmol). 5-Bromo-2-fluoro-benzonitrile (5.5 g, 27.5 mmol) in DMF (30 ml) is added dropwise at 0° C. The reaction is stirred at 45° C. for 16 h. The reaction is cooled to room temperature and quenched by pouring the reaction into water (500 ml). The precipitate is filtered and dried under vacuum; yield: 6.8 g 5-bromo-2-(tetrahydro-pyran-4-yloxy)-benzonitrile; HPLC/MS: 2.27 min, [M+... Run at temperature 45 celsius, time 16 hour. The solvent is CN(C)C=O (DMF), CN(C)C=O (DMF). Product: BrC=1C=CC(=C(C#N)C1)OC1CCOCC1 (5-Bromo-2-(tetrahydro-pyran-4-yloxy)-benzonitrile). Reactants: [Cl-].[Cl-].[Cl-].[Al+3] (aluminium trichloride), FC1=CC=C(C=O)C=C1 (4-fluorobenzaldehyde), BrBr (Bromine). The solvent is ClCCl (dichloromethane), ClCCl (dichloromethane). Product: BrC=1C=C(C=O)C=CC1F (3-bromo-4-fluorobenzaldehyde). Isolated yield 56.3%. As a reaction SMILES: [F:1][C:2]1[CH:9]=[CH:8][C:5]([CH:6]=[O:7])=[CH:4][CH:3]=1.[Cl-].[Cl-].[Cl-].[Al+3].[Br:14]Br>ClCCl>[Br:14][C:3]1[CH:4]=[C:5]([CH:8]=[CH:9][C:2]=1[F:1])[CH:6]=[O:7] |f:1.2.3.4|. Procedure: A solution of 4-fluorobenzaldehyde (49.6 g) in dry dichloromethane (20 cm3) was added to a cooled (0° C.) suspension of powdered aluminium trichloride (90.4 g) in dry dichloromethane (100 cm3). Bromine (70.4 g) was added, and the mixture heated at the reflux temperature of 16 hours. After cooling, the reaction mixture was carefully poured onto ice and extracted with dichloromethane. The combined organic layers were washed with saturated sodium metabisulphite solution, water and brine, then dried... Reaction SMILES: NN.[CH3:3][O:4][C:5](=[O:17])[CH2:6][N:7]([C:9]1[CH:14]=[CH:13][CH:12]=[C:11]([CH2:15][CH3:16])[CH:10]=1)[NH2:8].[O-:18][C:19]#[N:20].[Na+].FC(F)(F)C(O)=O>C1(C)C=CC=CC=1.CCOCC>[NH2:20][C:19]([NH:8][N:7]([CH2:6][C:5]([O:4][CH3:3])=[O:17])[C:9]1[CH:14]=[CH:13][CH:12]=[C:11]([CH2:15][CH3:16])[CH:10]=1)=[O:18] |f:2.3|. Run in CCOCC (ether), C1(=CC=CC=C1)C (toluene). The reactants are FC(C(=O)O)(F)F (trifluoroacetic acid), NN (hydrazine), COC(CN(N)C1=CC(=CC=C1)CC)=O (Methyl[1-(3-ethylphenyl)hydrazino]acetate), [O-]C#N.[Na+] (sodium cyanate). Reported procedure: To the hydrazine (Intermediate 39; 3.75 g; 0.018 mol) and sodium cyanate (3.54 g; 0.054 mol) in toluene (30 ml) was added, dropwise, trifluoroacetic acid (5.82 g; 3.93 ml; 0.051 mol). This mixture was stirred for 3 h. and was then quenched with sodium bicarbonate and extracted into ethyl acetate. The organic extract was washed with sodium bicarbonate, water and brine and then dried (Na2SO4). Filtration and evaporation gave a cream solid which, on trituration with ether, afforded the title compou... Yield: 49.0%. Reaction conditions: time 3 hour. Product: NC(=O)NN(C1=CC(=CC=C1)CC)CC(=O)OC (Methyl [2-(aminocarbonyl)-1-(3-ethylphenyl)hydrazino]acetate).